From a dataset of the Open Reaction Database (ORD), a public repository of structured organic reaction records. describe an organic reaction: reactants, conditions, products, and yield Reactants: CC(=O)O, NNC(=O)c1cc(Cl)cc(Cl)c1, O=C1Nc2ccc(I)cc2C1=O. Product: O=C1Nc2ccc(I)cc2C1=NNC(=O)c1cc(Cl)cc(Cl)c1. As a reaction SMILES: [CH3:25][C:26](=[O:27])[OH:28].[Cl:13][c:14]1[cH:15][c:16]([C:17](=[O:18])[NH:19][NH2:20])[cH:21][c:22]([Cl:24])[cH:23]1.[I:1][c:2]1[cH:3][c:4]2[c:8]([cH:9][cH:10]1)[NH:7][C:6](=[O:11])[C:5]2=[O:12]>>[I:1][c:2]1[cH:3][c:4]2[c:8]([cH:9][cH:10]1)[NH:7][C:6](=[O:11])[C:5]2=[N:20][NH:19][C:17]([c:16]1[cH:15][c:14]([Cl:13])[cH:23][c:22]([Cl:24])[cH:21]1)=[O:18]. Starting materials: BrC=1C=C2C(=CC=NC2=CC1)N1CCC(CC1)OC1=CC=C(C=C1)S(=O)(=O)C (6-bromo-4-{4-[4-(methylsulfonyl)phenoxy]piperidino}quinoline), FC(C1=NN(C=C1B(O)O)C(C1=CC=CC=C1)(C1=CC=CC=C1)C1=CC=CC=C1)(F)F (3-trifluoromethyl-1-trityl-1H-4-pyrazolylboronic acid). Yields the product CS(=O)(=O)C1=CC=C(OC2CCN(CC2)C2=CC=NC3=CC=C(C=C23)C=2C(=NN(C2)C(C2=CC=CC=C2)(C2=CC=CC=C2)C2=CC=CC=C2)C(F)(F)F)C=C1 (4-[4-(4-methylsulfonylphenoxy)piperidin-1-yl]-6-(3-trifluoromethyl-1-trityl-1H-pyrazol-4-yl) quinoline). Isolated yield 98.9%. Reaction SMILES: Br[C:2]1[CH:3]=[C:4]2[C:9](=[CH:10][CH:11]=1)[N:8]=[CH:7][CH:6]=[C:5]2[N:12]1[CH2:17][CH2:16][CH:15]([O:18][C:19]2[CH:24]=[CH:23][C:22]([S:25]([CH3:28])(=[O:27])=[O:26])=[CH:21][CH:20]=2)[CH2:14][CH2:13]1.[F:29][C:30]([F:59])([F:58])[C:31]1[C:35](B(O)O)=[CH:34][N:33]([C:39]([C:52]2[CH:57]=[CH:56][CH:55]=[CH:54][CH:53]=2)([C:46]2[CH:51]=[CH:50][CH:49]=[CH:48][CH:47]=2)[C:40]2[CH:45]=[CH:44][CH:43]=[CH:42][CH:41]=2)[N:32]=1>>[CH3:28][S:25]([C:22]1[CH:23]=[CH:24][C:19]([O:18][CH:15]2[CH2:16][CH2:17][N:12]([C:5]3[C:4]4[C:9](=[CH:10][CH:11]=[C:2]([C:35]5[C:31]([C:30]([F:58])([F:59])[F:29])=[N:32][N:33]([C:39]([C:46]6[CH:47]=[CH:48][CH:49]=[CH:50][CH:51]=6)([C:52]6[CH:57]=[CH:56][CH:55]=[CH:54][CH:53]=6)[C:40]6[CH:41]=[CH:42][CH:43]=[CH:44][CH:45]=6)[CH:34]=5)[CH:3]=4)[N:8]=[CH:7][CH:6]=3)[CH2:13][CH2:14]2)=[CH:20][CH:21]=1)(=[O:27])=[O:26]. Reported procedure: 150 mg 6-bromo-4-{4-[4-(methylsulfonyl)phenoxy]piperidino}quinoline (compound in Production Example 89) and 180 mg 3-trifluoromethyl-1-trityl-1H-4-pyrazolylboronic acid (compound in Production Example 31) were reacted in the same manner as in Example 9, to give 244 mg 4-[4-(4-methylsulfonylphenoxy)piperidin-1-yl]-6-(3-trifluoromethyl-1-trityl-1H-pyrazol-4-yl) quinoline. This product was reacted in the same manner as in Example 67, to give 130 mg of the title compound as pale yellow crystals. The reactants are ClC1=CC=C(C=C1)C1(N=C(N(C1C1=CC=C(C=C1)Cl)C(=O)Cl)C1=C(C=C(C=C1)OC)OC(C)C)CC (rac-(4S*,5R*)-4,5-bis-(4-chloro-phenyl)-4-ethyl-2-(2-isopropoxy-4-methoxy-phenyl)-4,5-dihydro-imidazole-1-carbonyl chloride), N1(CCOCC1)C(CN1CCNCC1)=O (1-morpholin-4-yl-2-piperazin-1-yl-ethanone). Yields the product ClC1=CC=C(C=C1)[C@@]1(N=C(N([C@@H]1C1=CC=C(C=C1)Cl)C(=O)N1CCN(CC1)CC(=O)N1CCOCC1)C1=C(C=C(C=C1)OC)OC(C)C)CC (rac-2-{4-[(4S*,5R*)-4,5-Bis-(4-chloro-phenyl)-4-ethyl-2-(2-isopropoxy-4-methoxy-phenyl)-4,5-dihydro-imidazole-1-carbonyl]-piperazin-1-yl}-1-morpholin-4-yl-ethanone). As a reaction SMILES: [Cl:1][C:2]1[CH:7]=[CH:6][C:5]([C:8]2([CH2:35][CH3:36])[CH:12]([C:13]3[CH:18]=[CH:17][C:16]([Cl:19])=[CH:15][CH:14]=3)[N:11]([C:20](Cl)=[O:21])[C:10]([C:23]3[CH:28]=[CH:27][C:26]([O:29][CH3:30])=[CH:25][C:24]=3[O:31][CH:32]([CH3:34])[CH3:33])=[N:9]2)=[CH:4][CH:3]=1.[N:37]1([C:43](=[O:51])[CH2:44][N:45]2[CH2:50][CH2:49][NH:48][CH2:47][CH2:46]2)[CH2:42][CH2:41][O:40][CH2:39][CH2:38]1>>[Cl:1][C:2]1[CH:7]=[CH:6][C:5]([C@@:8]2([CH2:35][CH3:36])[C@@H:12]([C:13]3[CH:14]=[CH:15][C:16]([Cl:19])=[CH:17][CH:18]=3)[N:11]([C:20]([N:48]3[CH2:49][CH2:50][N:45]([CH2:44][C:43]([N:37]4[CH2:38][CH2:39][O:40][CH2:41][CH2:42]4)=[O:51])[CH2:46][CH2:47]3)=[O:21])[C:10]([C:23]3[CH:28]=[CH:27][C:26]([O:29][CH3:30])=[CH:25][C:24]=3[O:31][CH:32]([CH3:34])[CH3:33])=[N:9]2)=[CH:4][CH:3]=1. Procedure: In a manner analogous to the method described in example 5, rac-(4S*,5R*)-4,5-bis-(4-chloro-phenyl)-4-ethyl-2-(2-isopropoxy-4-methoxy-phenyl)-4,5-dihydro-imidazole-1-carbonyl chloride was reacted with 1-morpholin-4-yl-2-piperazin-1-yl-ethanone (Oakwood Products) to give the title compound. LC-MS: 722.3 [(M+H)+] Starting materials: FC1=CC=C(C=C1)C(CCCN1CC2(CC1)CC(C1=CC=CC=C12)O)=O (p-fluoro-4-(3-hydroxyspiro[indan-1,3'-pyrrolidin]-1'-yl)butyrophenone), C(C)(=O)OC(C)=O (acetic anhydride), [OH-].[Na+] (caustic soda). Solvent: N1=CC=CC=C1 (pyridine). Product: C(C)(=O)OC1CC2(CN(CC2)CCCC(=O)C2=CC=C(C=C2)F)C2=CC=CC=C12 (4-(3-Acetoxyspiro[indan-1,3'-pyrrolidin]-1'-yl)-p-fluorobutyrophenone). As a reaction SMILES: [F:1][C:2]1[CH:7]=[CH:6][C:5]([C:8](=[O:26])[CH2:9][CH2:10][CH2:11][N:12]2[CH2:16][CH2:15][C:14]3([C:24]4[C:19](=[CH:20][CH:21]=[CH:22][CH:23]=4)[CH:18]([OH:25])[CH2:17]3)[CH2:13]2)=[CH:4][CH:3]=1.[C:27](OC(=O)C)(=[O:29])[CH3:28].[OH-].[Na+]>N1C=CC=CC=1>[C:27]([O:25][CH:18]1[C:19]2[C:24](=[CH:23][CH:22]=[CH:21][CH:20]=2)[C:14]2([CH2:15][CH2:16][N:12]([CH2:11][CH2:10][CH2:9][C:8]([C:5]3[CH:4]=[CH:3][C:2]([F:1])=[CH:7][CH:6]=3)=[O:26])[CH2:13]2)[CH2:17]1)(=[O:29])[CH3:28] |f:2.3|. Procedure: 7.5 g of p-fluoro-4-(3-hydroxyspiro[indan-1,3'-pyrrolidin]-1'-yl)butyrophenone are stirred at room temperature with 15 cc of pyridine and 15 cc of acetic anhydride for 18 hours. The mixture is then poured on ice, is rendered alkaline with 2 N caustic soda solution and is extracted thrice with 50 cc of ether. The ether phase is washed with water, dried over sodium sulphate and concentrated by evaporation. The oily residue is converted into the hydrogen furmarate, which is recrystallized from etha...